This data is from the Open Reaction Database (ORD), a public repository of structured organic reaction records. The task is: describe an organic reaction: reactants, conditions, products, and yield Starting materials: C=CC1CC1(NC(=O)C1CC(O)CN1C(=O)C(NC(=O)OC(C)(C)C)C(C)(C)C)C(=O)NS(=O)(=O)C1(CC)CC1, CCN(C(C)C)C(C)C, CC(C)OC(=O)Cl, ClCCl, O=C(O)C(F)(F)F. The product is C=CC1CC1(NC(=O)C1CC(O)CN1C(=O)C(NC(=O)OC(C)C)C(C)(C)C)C(=O)NS(=O)(=O)C1(CC)CC1. RXN SMILES: [CH2:1]([CH3:2])[C:3]1([S:6](=[O:7])(=[O:8])[NH:9][C:10](=[O:11])[C:12]2([NH:17][C:18](=[O:19])[CH:20]3[N:21]([C:26]([CH:27]([C:28]([CH3:29])([CH3:30])[CH3:31])[NH:32][C:33](=[O:34])[O:35][C:36]([CH3:37])([CH3:38])[CH3:39])=[O:40])[CH2:22][CH:23]([OH:25])[CH2:24]3)[CH:13]([CH:15]=[CH2:16])[CH2:14]2)[CH2:4][CH2:5]1.[CH:48]([N:49]([CH2:50][CH3:51])[CH:52]([CH3:53])[CH3:54])([CH3:55])[CH3:56].[Cl:41][C:42]([O:43][CH:44]([CH3:45])[CH3:46])=[O:47].[Cl:64][CH2:65][Cl:66].[F:57][C:58]([F:59])([F:60])[C:61]([OH:62])=[O:63]>>[CH2:1]([CH3:2])[C:3]1([S:6](=[O:7])(=[O:8])[NH:9][C:10](=[O:11])[C:12]2([NH:17][C:18](=[O:19])[CH:20]3[N:21]([C:26]([CH:27]([C:28]([CH3:29])([CH3:30])[CH3:31])[NH:32][C:33](=[O:34])[O:35][CH:36]([CH3:37])[CH3:38])=[O:40])[CH2:22][CH:23]([OH:25])[CH2:24]3)[CH:13]([CH:15]=[CH2:16])[CH2:14]2)[CH2:4][CH2:5]1. Reactants: mixture, C(=O)(C(F)(F)F)O (TFA), O (water), ice, ClC1=CC=C(S1)C(=O)NC1=C2C(N(C(C2=CC=C1)=O)CC=1C=C(CNC(OC(C)(C)C)=O)C=CC1)=O (tert-butyl 3-[(4-{[(5-chloro-2-thienyl)carbonyl]amino}-1,3-dioxo-1,3-dihydro-2H-isoindol-2-yl)methyl]benzylcarbamate). The solvent is C(Cl)(Cl)Cl (chloroform). Conditions: time 2 hour. Yields the product NCC=1C=C(CN2C(C3=CC=CC(=C3C2=O)NC(=O)C=2SC(=CC2)Cl)=O)C=CC1 (N-{2-[3-(Aminomethyl)benzyl]-1,3-dioxo-2,3-dihydro-1H-isoindol-4-yl}-5-chloro-2-thiophenecarboxamide). Reaction SMILES: C(O)(C(F)(F)F)=O.O.[Cl:9][C:10]1[S:14][C:13]([C:15]([NH:17][C:18]2[CH:26]=[CH:25][CH:24]=[C:23]3[C:19]=2[C:20](=[O:44])[N:21]([CH2:28][C:29]2[CH:30]=[C:31]([CH:41]=[CH:42][CH:43]=2)[CH2:32][NH:33]C(=O)OC(C)(C)C)[C:22]3=[O:27])=[O:16])=[CH:12][CH:11]=1>C(Cl)(Cl)Cl>[NH2:33][CH2:32][C:31]1[CH:30]=[C:29]([CH:43]=[CH:42][CH:41]=1)[CH2:28][N:21]1[C:20](=[O:44])[C:19]2[C:23](=[CH:24][CH:25]=[CH:26][C:18]=2[NH:17][C:15]([C:13]2[S:14][C:10]([Cl:9])=[CH:11][CH:12]=2)=[O:16])[C:22]1=[O:27]. Procedure details: 40 ml of a mixture of TFA and water (9:1) are added dropwise to an ice-cooled mixture of 3.95 g (7.5 mmol) of tert-butyl 3-[(4-{[(5-chloro-2-thienyl)carbonyl]amino}-1,3-dioxo-1,3-dihydro-2H-isoindol-2-yl)methyl]benzylcarbamate in 40 ml of chloroform. Ice-cooling is removed and the solution is stirred at room temperature for 2 h and then concentrated. The residue is taken up in dichloromethane/methanol (98:2) and the mixture is washed with sat. sodium bicarbonate solution, dried over magnesium su...